This data is from the Open Reaction Database (ORD), a public repository of structured organic reaction records. The task is: describe an organic reaction: reactants, conditions, products, and yield Starting materials: O=C1N(CCOC1)CC(=O)OCC1=CC=CC=C1 (benzyl (3-oxomorpholin-4-yl)acetate). Reagents/catalysts: [OH-].[Pd+2].[OH-].[C] (palladium hydroxide carbon). Solvent: CO (methanol). Run at time 2 hour. Product: O=C1N(CCOC1)CC(=O)O ((3-oxomorpholin-4-yl)acetic acid). The yield is 99.6%. Reaction SMILES: [O:1]=[C:2]1[CH2:7][O:6][CH2:5][CH2:4][N:3]1[CH2:8][C:9]([O:11]CC1C=CC=CC=1)=[O:10]>CO.[OH-].[Pd+2].[OH-].[C]>[O:1]=[C:2]1[CH2:7][O:6][CH2:5][CH2:4][N:3]1[CH2:8][C:9]([OH:11])=[O:10] |f:2.3.4.5|. Reported procedure: Under an argon atmosphere, to a solution of benzyl (3-oxomorpholin-4-yl)acetate (319 mg, 1.3 mmol) in methanol (5 ml) was added 20% palladium hydroxide-carbon (64 mg) at room temperature. Then, the mixture was stirred for 2 hr under a hydrogen atmosphere at normal pressure. The reaction mixture was filtered through celite, and the filtrate was concentrated under reduced pressure to give the title compound (206 mg, yield over weight). Starting materials: FC(OC1=C(C=CC=C1)B(O)O)(F)F (2-(Trifluoromethoxy)phenylboronic acid), C(=O)([O-])[O-].[Na+].[Na+] (Na2CO3), C(C1=CC=CC=C1)(=O)N1CCC=2NC=3C=CC=C(C3C2CC1)Br (3-Benzoyl-10-bromo-1,2,3,4,5,6-hexahydroazepino[4,5-b]indole). The reagents and catalysts are Cl[Pd]([P](C1=CC=CC=C1)(C2=CC=CC=C2)C3=CC=CC=C3)([P](C4=CC=CC=C4)(C5=CC=CC=C5)C6=CC=CC=C6)Cl (trans-dichlorobis(triphenylphosphine)palladium(II)). Solvent: C1=CC=CC=C1 (benzene). The product is C(C1=CC=CC=C1)(=O)N1CCC=2NC=3C=CC=C(C3C2CC1)C1=C(C=CC=C1)OC(F)(F)F (3-benzoyl-10-[2-(trifluoromethoxy)phenyl]-1,2,3,4,5,6-hexahydroazepino[4,5-b]indole). Isolated yield 29.4%. Reaction SMILES: [C:1]([N:9]1[CH2:22][CH2:21][C:20]2[C:19]3[C:18](Br)=[CH:17][CH:16]=[CH:15][C:14]=3[NH:13][C:12]=2[CH2:11][CH2:10]1)(=[O:8])[C:2]1[CH:7]=[CH:6][CH:5]=[CH:4][CH:3]=1.[F:24][C:25]([F:37])([F:36])[O:26][C:27]1[CH:32]=[CH:31][CH:30]=[CH:29][C:28]=1B(O)O.C([O-])([O-])=O.[Na+].[Na+]>C1C=CC=CC=1.Cl[Pd](Cl)([P](C1C=CC=CC=1)(C1C=CC=CC=1)C1C=CC=CC=1)[P](C1C=CC=CC=1)(C1C=CC=CC=1)C1C=CC=CC=1>[C:1]([N:9]1[CH2:22][CH2:21][C:20]2[C:19]3[C:18]([C:28]4[CH:29]=[CH:30][CH:31]=[CH:32][C:27]=4[O:26][C:25]([F:24])([F:37])[F:36])=[CH:17][CH:16]=[CH:15][C:14]=3[NH:13][C:12]=2[CH2:11][CH2:10]1)(=[O:8])[C:2]1[CH:7]=[CH:6][CH:5]=[CH:4][CH:3]=1 |f:2.3.4,^1:52,71|. Reported procedure: 3-Benzoyl-10-bromo-1,2,3,4,5,6-hexahydroazepino[4,5-b]indole (4.00 g, 10.8 mmol) was suspended in benzene (170 mL). 2-(Trifluoromethoxy)phenylboronic acid (4.48 g, 21.7 mmol), trans-dichlorobis(triphenylphosphine)palladium(II) (0.433 g, 0.617 mmol) and 2M Na2CO3 (17.6 mL) were added to the reaction mixture. Ar was bubbled through the reaction mixture for 20 min. The reaction mixture was heated at reflux for 11 h. After cooling, the reaction mixture was concentrated. The residue was combined with... Starting materials: C1CCOC1, [Li]CCCC, CCCCCCCCCCCCC, N#Cc1ccccc1, C#Cc1ccccc1. The product is C(#Cc1ccccc1)c1ccccc1. RXN SMILES: [CH2:35]1[O:36][CH2:37][CH2:38][CH2:39]1.[CH2:9]([Li:10])[CH2:11][CH2:12][CH3:13].[CH3:22][CH2:23][CH2:24][CH2:25][CH2:26][CH2:27][CH2:28][CH2:29][CH2:30][CH2:31][CH2:32][CH2:33][CH3:34].[N:14]#[C:15][c:16]1[cH:17][cH:18][cH:19][cH:20][cH:21]1.[c:1]1([C:7]#[CH:8])[cH:2][cH:3][cH:4][cH:5][cH:6]1>>[c:1]1([C:7]#[C:8][c:16]2[cH:17][cH:18][cH:19][cH:20][cH:21]2)[cH:2][cH:3][cH:4][cH:5][cH:6]1. Reactants: FC(OC1=C(C=CC=C1)O)(F)F (2-trifluoromethoxyphenol), CI (Methyl iodide). Run at time 17 hour. Product: FC(OC1=C(C=CC=C1)OC)(F)F (2-Trifluoromethoxyanisole). Yield: 78.0%. RXN SMILES: [F:1][C:2]([F:12])([F:11])[O:3][C:4]1[CH:9]=[CH:8][CH:7]=[CH:6][C:5]=1[OH:10].[CH3:13]I>>[F:1][C:2]([F:11])([F:12])[O:3][C:4]1[CH:9]=[CH:8][CH:7]=[CH:6][C:5]=1[O:10][CH3:13]. Procedure: 2-Trifluoromethoxyanisole was prepared from 2-trifluoromethoxyphenol by following Method C in 78% yield. Methyl iodide was used in this reaction as an alkylating agent and the reaction was conducted at room temperature for 17 h. The product was used without further purification. The reactants are C(C=C)C1=C(C=CC(=C1)[N+](=O)[O-])OC (1-allyl-2-methoxy-5-nitrobenzene), [Cl-].[NH4+] (ammonium chloride). Reagents/catalysts: [Fe] (iron). The solvent is O (water), C(C)O (ethanol). Yields the product C(C=C)C=1C=C(N)C=CC1OC (3-Allyl-4-methoxyaniline). Isolated yield 87.6%. Reaction SMILES: [CH2:1]([C:4]1[CH:9]=[C:8]([N+:10]([O-])=O)[CH:7]=[CH:6][C:5]=1[O:13][CH3:14])[CH:2]=[CH2:3].[Cl-].[NH4+]>C(O)C.O.[Fe]>[CH2:1]([C:4]1[CH:9]=[C:8]([CH:7]=[CH:6][C:5]=1[O:13][CH3:14])[NH2:10])[CH:2]=[CH2:3] |f:1.2|. Procedure: 15.0 g of 1-allyl-2-methoxy-5-nitrobenzene, 33.4 g of ammonium chloride, and 17.5 g of iron were suspended in 270 ml of ethanol and 55 ml of water. The reaction solution was heated to reflux for 1 hour. Thereafter, the reaction solution was cooled to a room temperature, and insoluble matters were then removed by filtration. The filtrate was concentrated under a reduced pressure. The residue was diluted with ethyl acetate and then washed with a saturated sodium bicarbonate aqueous solution and a ... Reactants: O=C1CCC(=O)N1Cl, C1CCOC1, O, CCOC(=O)C1=CCCCC1S(=O)(=O)Nn1cccc1. Yields the product CCOC(=O)C1=CCCCC1S(=O)(=O)Nn1cccc1Cl. Reaction SMILES: [Cl:21][N:22]1[C:23](=[O:24])[CH2:25][CH2:26][C:27]1=[O:28].[O:30]1[CH2:31][CH2:32][CH2:33][CH2:34]1.[OH2:29].[n:1]1([NH:6][S:7](=[O:8])(=[O:9])[CH:10]2[CH2:11][CH2:12][CH2:13][CH:14]=[C:15]2[C:16](=[O:17])[O:18][CH2:19][CH3:20])[cH:2][cH:3][cH:4][cH:5]1>>[n:1]1([NH:6][S:7](=[O:8])(=[O:9])[CH:10]2[CH2:11][CH2:12][CH2:13][CH:14]=[C:15]2[C:16](=[O:17])[O:18][CH2:19][CH3:20])[cH:2][cH:3][cH:4][c:5]1[Cl:21]. Reactants: O=C([O-])[O-], CCO, Cc1ccccc1, CCOC(C)=O, Clc1ccc(Cl)nn1, COc1ccc(B(O)O)cc1F, [Na+], [Na+], O, c1ccc(P(c2ccccc2)(c2ccccc2)[Pd](P(c2ccccc2)(c2ccccc2)c2ccccc2)(P(c2ccccc2)(c2ccccc2)c2ccccc2)P(c2ccccc2)(c2ccccc2)c2ccccc2)cc1. The product is COc1ccc(-c2ccc(Cl)nn2)cc1F. Reaction SMILES: [C:21](=[O:22])([O-:23])[O-:24].[CH3:27][CH2:28][OH:29].[CH3:30][c:31]1[cH:32][cH:33][cH:34][cH:35][cH:36]1.[CH3:37][CH2:38][O:39][C:40]([CH3:41])=[O:42].[Cl:13][c:14]1[n:15][n:16][c:17]([Cl:20])[cH:18][cH:19]1.[F:1][c:2]1[cH:3][c:4]([B:10]([OH:11])[OH:12])[cH:5][cH:6][c:7]1[O:8][CH3:9].[Na+:25].[Na+:26].[OH2:43].[cH:44]1[cH:45][cH:46][c:47]([P:48]([Pd:49]([P:50]([c:51]2[cH:52][cH:53][cH:54][cH:55][cH:56]2)([c:57]2[cH:58][cH:59][cH:60][cH:61][cH:62]2)[c:63]2[cH:64][cH:65][cH:66][cH:67][cH:68]2)([P:69]([c:70]2[cH:71][cH:72][cH:73][cH:74][cH:75]2)([c:76]2[cH:77][cH:78][cH:79][cH:80][cH:81]2)[c:82]2[cH:83][cH:84][cH:85][cH:86][cH:87]2)[P:88]([c:89]2[cH:90][cH:91][cH:92][cH:93][cH:94]2)([c:95]2[cH:96][cH:97][cH:98][cH:99][cH:100]2)[c:101]2[cH:102][cH:103][cH:104][cH:105][cH:106]2)([c:107]2[cH:108][cH:109][cH:110][cH:111][cH:112]2)[c:113]2[cH:114][cH:115][cH:116][cH:117][cH:118]2)[cH:119][cH:120]1>>[F:1][c:2]1[cH:3][c:4](-[c:17]2[n:16][n:15][c:14]([Cl:13])[cH:19][cH:18]2)[cH:5][cH:6][c:7]1[O:8][CH3:9].